Dataset: the Open Reaction Database (ORD), a public repository of structured organic reaction records. Task: describe an organic reaction: reactants, conditions, products, and yield Starting materials: CS(=O)(=O)Cl, CC(C)C1(CCO)OCCO1, ClCCl. Yields the product CC(C)C1(CCOS(C)(=O)=O)OCCO1. RXN SMILES: [CH3:12][S:13]([Cl:14])(=[O:15])=[O:16].[CH:1]([CH3:2])([CH3:3])[C:4]1([CH2:9][CH2:10][OH:11])[O:5][CH2:6][CH2:7][O:8]1.[Cl:17][CH2:18][Cl:19]>>[CH:1]([CH3:2])([CH3:3])[C:4]1([CH2:9][CH2:10][O:11][S:13]([CH3:12])(=[O:15])=[O:16])[O:5][CH2:6][CH2:7][O:8]1.